From a dataset of the Open Reaction Database (ORD), a public repository of structured organic reaction records. describe an organic reaction: reactants, conditions, products, and yield Starting materials: ClC1=C(C=C(C=C1)C(C=CN(C)C)=O)CNC(OC)=O (methyl N-[[2-chloro-5-[3-(dimethylamino)-1-oxo-2-propen-1-yl]phenyl]methyl]carbamate), ClC1=C(C=C(C=C1)C(C=CN(C)C)=O)CNC(OC)=O (methyl N-[[2-chloro-5-[3-(dimethylamino)-1-oxo-2-propen-1-yl]phenyl]methyl]carbamate), O.NN (hydrazine hydrate). Run in CO (methanol). Reaction conditions: time 2 day. The product is ClC1=C(C=C(C=C1)C1=NNC=C1)CNC(OC)=O (methyl N-[[2-chloro-5-(1H-pyrazol-3-yl)phenyl]methyl]carbamate). As a reaction SMILES: [Cl:1][C:2]1[CH:7]=[CH:6][C:5]([C:8](=O)[CH:9]=[CH:10][N:11](C)C)=[CH:4][C:3]=1[CH2:15][NH:16][C:17](=[O:20])[O:18][CH3:19].O.[NH2:22]N>CO>[Cl:1][C:2]1[CH:7]=[CH:6][C:5]([C:8]2[CH:9]=[CH:10][NH:11][N:22]=2)=[CH:4][C:3]=1[CH2:15][NH:16][C:17](=[O:20])[O:18][CH3:19] |f:1.2|. Reported procedure: To a solution of methyl N-[[2-chloro-5-[3-(dimethylamino)-1-oxo-2-propen-1-yl]phenyl]methyl]carbamate (i.e. the product of Step A) (4.14 g, 13.9 mmol) in methanol (80 mL) was added hydrazine hydrate (0.771 g, 15.4 mmol). The reaction mixture was stirred at room temperature for 2 days. The reaction mixture was filtered and the solid collected was dried under reduced pressure to provide the title compound, a compound of the present invention, as a solid (3.26 g). Starting materials: N1C(=S)NC(=O)C1 (thiohydantoin), N1CCCCC1 (piperidine), N1C(=NC2=C1C=CC=C2)C(C=2C=C(C=O)C=CC2)OC2CCN(CC2)C (3-[(1H-benzimidazol-2-yl)(1-methylpiperidin-4-yloxy)methyl]-benzaldehyde). The solvent is C(C)O.O (ethanol water). Run at temperature 55 celsius, time 2 day. Yields the product N1C(=NC2=C1C=CC=C2)C(C=2C=C(C=C1C(NC(N1)=N)=O)C=CC2)OC2CCN(CC2)C (5-{3-[(1H-benzimidazol-2-yl)(1-methylpiperidin-4-yloxy)methyl]benzylidene}-2-iminoimidazolidin-4-one). As a reaction SMILES: [NH:1]1[C:5]2[CH:6]=[CH:7][CH:8]=[CH:9][C:4]=2[N:3]=[C:2]1[CH:10]([O:19][CH:20]1[CH2:25][CH2:24][N:23]([CH3:26])[CH2:22][CH2:21]1)[C:11]1[CH:12]=[C:13]([CH:16]=[CH:17][CH:18]=1)[CH:14]=O.[NH:27]1[CH2:33][C:31](=[O:32])[NH:30][C:28]1=S.[NH:34]1CCCCC1>C(O)C.O>[NH:3]1[C:4]2[CH:9]=[CH:8][CH:7]=[CH:6][C:5]=2[N:1]=[C:2]1[CH:10]([O:19][CH:20]1[CH2:25][CH2:24][N:23]([CH3:26])[CH2:22][CH2:21]1)[C:11]1[CH:12]=[C:13]([CH:16]=[CH:17][CH:18]=1)[CH:14]=[C:33]1[NH:27][C:28](=[NH:34])[NH:30][C:31]1=[O:32] |f:3.4|. Procedure details: To a solution of 3-[(1H-benzimidazol-2-yl)(1-methylpiperidin-4-yloxy)methyl]-benzaldehyde (example 505C, 200 mg) in a mixture of ethanol-water (8:2) (3 mL) is added thiohydantoin (70 mg) and piperidine (57 μL). The reaction mixture is heated at 55° C. for 5 h. Ethanol is removed under reduced pressure. Water is added and the reaction mixture is extracted by ethyl acetate. The organic phase is washed by water, then dried over magnesium sulfate and concentrated. The residue is purified by chromato... Reactants: COC(=O)C(=Cc1cc(OC)cc(OC)c1)c1ccc(O)cc1, CCOC(C)=O, O=Cc1ccc(F)cc1, [H-], [Na+], CN(C)C=O. Product: COC(=O)C(=Cc1cc(OC)cc(OC)c1)c1ccc(Oc2ccc(C=O)cc2)cc1. RXN SMILES: [CH3:1][O:2][C:3]([C:4](=[CH:5][c:6]1[cH:7][c:8]([O:14][CH3:15])[cH:9][c:10]([O:12][CH3:13])[cH:11]1)[c:16]1[cH:17][cH:18][c:19]([OH:22])[cH:20][cH:21]1)=[O:23].[CH3:40][CH2:41][O:42][C:43](=[O:44])[CH3:45].[F:26][c:27]1[cH:28][cH:29][c:30]([CH:31]=[O:32])[cH:33][cH:34]1.[H-:24].[Na+:25].[O:35]=[CH:36][N:37]([CH3:38])[CH3:39]>>[CH3:1][O:2][C:3]([C:4](=[CH:5][c:6]1[cH:7][c:8]([O:14][CH3:15])[cH:9][c:10]([O:12][CH3:13])[cH:11]1)[c:16]1[cH:17][cH:18][c:19]([O:22][c:27]2[cH:28][cH:29][c:30]([CH:31]=[O:32])[cH:33][cH:34]2)[cH:20][cH:21]1)=[O:23]. Reactants: S(=O)(=O)(OC)OC (dimethyl sulfate), [F-].[K+] (potassium fluoride), methyltrialkyl(C9-C10)ammonium chloride, C(F)(F)(F)C(=O)C(F)(C(F)(F)F)C(F)(F)F (CF3C(O)CF(CF3)2), perfluorinated ketone, [OH-].[K+] (potassium hydroxide). Run in COCCOCCOC (diglyme), O (water). Yields the product C(F)(F)(F)C(F)(OC)C(F)(C(F)(F)F)C(F)(F)F.FC(C(C(C(F)(F)F)(C(F)(F)F)F)(OC)F)(F)F (CF3CF(OCH3)CF(CF3)2 1,1,1,2,3,4,4,4-Octafluoro-3-trifluoromethyl-2-methoxybutane). RXN SMILES: [F-:1].[K+].[C:3]([C:7]([C:9]([C:15]([F:18])([F:17])[F:16])([C:11]([F:14])([F:13])[F:12])[F:10])=O)([F:6])([F:5])[F:4].S([O:24][CH3:25])(OC)(=O)=O.[OH-].[K+]>O.COCCOCCOC>[C:3]([C:7]([C:9]([C:15]([F:18])([F:17])[F:16])([C:11]([F:14])([F:13])[F:12])[F:10])([O:24][CH3:25])[F:1])([F:6])([F:5])[F:4].[F:4][C:3]([F:6])([F:5])[C:7]([F:1])([O:24][CH3:25])[C:9]([F:10])([C:15]([F:18])([F:17])[F:16])[C:11]([F:14])([F:13])[F:12] |f:0.1,4.5,8.9|. Reported procedure: To a one liter round bottom flask equipped with an overhead stirrer, a condenser and an addition funnel was charged 12.8 g (0.22 mol) of anhydrous potassium fluoride, 106 g of anhydrous diglyme, 4 g of methyltrialkyl(C9-C10)ammonium chloride (ADOGEN™ 464, available from Aldrich Chemical Company), 53.2 g (0.20 mol) of CF3C(O)CF(CF3)2 (the perfluorinated ketone was prepared as described in Example 13), and 33.9 g (0.72 mol) of dimethyl sulfate. The resulting mixture was allowed to react at 40° C. ... Reactants: C(C)OC1([C@]2(C)[C@@H](CC1)[C@@H]1CCC=3C=C(C=CC3[C@H]1CC2)OC)OCC (17,17-diethoxy-3-methoxy-estra-1,3,5(10)-triene), OS(=O)(=O)[O-].[K+] (KHSO4). Solvent: C1(=CC(=CC(=C1)C)C)C (mesitylene). Yields the product CCOC=1[C@]2(C)[C@@H](CC1)[C@@H]1CCC=3C=C(C=CC3[C@H]1CC2)OC (17beta-ethoxy-3-methoxy-estra-1,3,5(10),16-tetraene). As a reaction SMILES: [CH2:1]([O:3][C:4]1(OCC)[CH2:9][CH2:8][C@H:7]2[C@H:10]3[C@H:19]([CH2:20][CH2:21][C@:5]12[CH3:6])[C:18]1[CH:17]=[CH:16][C:15]([O:22][CH3:23])=[CH:14][C:13]=1[CH2:12][CH2:11]3)[CH3:2].OS([O-])(=O)=O.[K+]>C1(C)C=C(C)C=C(C)C=1>[CH3:2][CH2:1][O:3][C:4]1[C@:5]2([CH2:21][CH2:20][C@H:19]3[C@@H:10]([CH2:11][CH2:12][C:13]4[CH:14]=[C:15]([O:22][CH3:23])[CH:16]=[CH:17][C:18]=43)[C@@H:7]2[CH2:8][CH:9]=1)[CH3:6] |f:1.2|. Reported procedure: 5 g of 17,17-diethoxy-3-methoxy-estra-1,3,5(10)-triene is dissolved in 20 ml of mesitylene and after addition of 0.3 g of KHSO4 under inert gas is heated within 30 minutes to 40 minutes to 140° C. to 160° C. and is gradually distilled off from the solvent. Then, it is heated for 2 more hours in a vacuum at this temperature and the remaining solvent is distilled off. The remaining residue is used in the next step in the form of an oil without purification. IR[cm-1 ]: 1500, 1575, 1620 (aromatic); ... The reactants are CCOC(=O)CCCCCBr, C1CCCCC1, NC(c1ccccc1)c1ccccc1. The product is CCOC(=O)CCCCCNC(c1ccccc1)c1ccccc1. Reaction SMILES: [Br:1][CH2:2][CH2:3][CH2:4][CH2:5][CH2:6][C:7](=[O:8])[O:9][CH2:10][CH3:11].[CH2:26]1[CH2:27][CH2:28][CH2:29][CH2:30][CH2:31]1.[CH:12]([c:13]1[cH:14][cH:15][cH:16][cH:17][cH:18]1)([c:19]1[cH:20][cH:21][cH:22][cH:23][cH:24]1)[NH2:25]>>[CH2:2]([CH2:3][CH2:4][CH2:5][CH2:6][C:7](=[O:8])[O:9][CH2:10][CH3:11])[NH:25][CH:12]([c:13]1[cH:14][cH:15][cH:16][cH:17][cH:18]1)[c:19]1[cH:20][cH:21][cH:22][cH:23][cH:24]1. The yield is 91.8%. The solvent is C1(=CC=CC=C1)C (toluene). The reactants are FC1=C(C=CC(=C1)F)C(COC(C)=O)(COC(C)=O)O (2-(2,4-difluorophenyl)-1,3-diacetoxy-2-propanol), [OH-].[K+] (KOH). Conditions: time 24 hour. RXN SMILES: [F:1][C:2]1[CH:7]=[C:6]([F:8])[CH:5]=[CH:4][C:3]=1[C:9]([OH:20])([CH2:15][O:16]C(=O)C)[CH2:10][O:11]C(=O)C.[OH-].[K+]>C1(C)C=CC=CC=1>[F:1][C:2]1[CH:7]=[C:6]([F:8])[CH:5]=[CH:4][C:3]=1[C:9]([OH:20])([CH2:15][OH:16])[CH2:10][OH:11] |f:1.2|. Yields the product FC1=C(C=CC(=C1)F)C(CO)(CO)O (2-(2,4-difluorophenyl)-1,2,3-propanetriol). Procedure details: In a 200 ml reaction vessel, 10 g of 2-(2,4-difluorophenyl)-1,3-diacetoxy-2-propanol was dissolved in 30 ml of toluene and thereto was added 30 ml of 30% aqueous KOH solution The resulting liquid was stirred at room temperature for 24 hours and more. Then a toluene-layer and an aqueous layer were separated from each other and the aqueous layer was extracted twice with 50 ml of ethyl acetate. The organic layer was washed with brine and then dried over anhydrous sodium sulfate. The solvent was rem...